Dataset: the Open Reaction Database (ORD), a public repository of structured organic reaction records. Task: describe an organic reaction: reactants, conditions, products, and yield The reactants are [N+](=O)([O-])C=1C=C(C=O)C=CC1 (3-nitrobenzaldehyde), C(C)OC(\C=C(\C)/N)=O (β-aminocrotonic acid ethyl ester), C(C)OC(CC(=O)C(=O)OCC)=O (oxalacetic acid diethyl ester). Solvent: C(C)O (ethanol). The product is C(C)OC(=O)C1=C(NC(=C(C1C1=CC(=CC=C1)[N+](=O)[O-])C(=O)OCC)C(=O)OCC)C (2-Methyl-4-(3'-nitrophenyl)-1,4-dihydropyridine-3,5,6-tricarboxylic acid triethyl ester). Isolated yield 62.0%. RXN SMILES: [N+:1]([C:4]1[CH:5]=[C:6]([CH:9]=[CH:10][CH:11]=1)[CH:7]=O)([O-:3])=[O:2].[CH2:12]([O:14][C:15](=[O:20])/[CH:16]=[C:17](\[NH2:19])/[CH3:18])[CH3:13].[CH2:21]([O:23][C:24](=[O:33])[CH2:25][C:26]([C:28]([O:30][CH2:31][CH3:32])=[O:29])=O)[CH3:22]>C(O)C>[CH2:12]([O:14][C:15]([C:16]1[CH:7]([C:6]2[CH:9]=[CH:10][CH:11]=[C:4]([N+:1]([O-:3])=[O:2])[CH:5]=2)[C:25]([C:24]([O:23][CH2:21][CH3:22])=[O:33])=[C:26]([C:28]([O:30][CH2:31][CH3:32])=[O:29])[NH:19][C:17]=1[CH3:18])=[O:20])[CH3:13]. Procedure details: 15 g of 3-nitrobenzaldehyde, 13 g of β-aminocrotonic acid ethyl ester and 19 g of oxalacetic acid diethyl ester in 60 ccs of ethanol are heated to the boil overnight. The green-yellow crystals obtained, in 62% yield, after cooling, melt at 123°. Reactants: acid chloride, [Cl-].[Al+3].[Cl-].[Cl-] (aluminum chloride), Cl.N1(CCCC1)CCOC1=CC=C(C(=O)O)C=C1 (4-(2-pyrrolidinoethoxy)benzoic acid, hydrochloride), CS(=O)(=O)OC=1C=CC2=C(SC(=C2)C2=CC=C(C=C2)OS(=O)(=O)C)C1 (6-methanesulfonyloxy-2-(4-methanesulfonyloxyphenyl)benzo[b]thiophene). Run at time 15 minute. Product: Cl.CS(=O)(=O)OC=1C=CC2=C(SC(=C2C(C2=CC=C(C=C2)OCCN2CCCC2)=O)C2=CC=C(C=C2)OS(=O)(=O)C)C1 (6-methanesulfonyloxy-2-(4-methanesulfonyloxyphenyl)-3-[4-(2-pyrrolidinoethoxy)benzoyl]benzo[b]thiophene, hydrochloride). Reaction SMILES: [ClH:1].[N:2]1([CH2:7][CH2:8][O:9][C:10]2[CH:18]=[CH:17][C:13]([C:14]([OH:16])=O)=[CH:12][CH:11]=2)[CH2:6][CH2:5][CH2:4][CH2:3]1.[CH3:19][S:20]([O:23][C:24]1[CH:25]=[CH:26][C:27]2[CH:31]=[C:30]([C:32]3[CH:37]=[CH:36][C:35]([O:38][S:39]([CH3:42])(=[O:41])=[O:40])=[CH:34][CH:33]=3)[S:29][C:28]=2[CH:43]=1)(=[O:22])=[O:21].[Cl-].[Al+3].[Cl-].[Cl-]>>[ClH:1].[CH3:19][S:20]([O:23][C:24]1[CH:25]=[CH:26][C:27]2[C:31]([C:14](=[O:16])[C:13]3[CH:12]=[CH:11][C:10]([O:9][CH2:8][CH2:7][N:2]4[CH2:3][CH2:4][CH2:5][CH2:6]4)=[CH:18][CH:17]=3)=[C:30]([C:32]3[CH:33]=[CH:34][C:35]([O:38][S:39]([CH3:42])(=[O:40])=[O:41])=[CH:36][CH:37]=3)[S:29][C:28]=2[CH:43]=1)(=[O:21])=[O:22] |f:0.1,3.4.5.6,7.8|. Reported procedure: The acid chloride of 20.4 g. of 4-(2-pyrrolidinoethoxy)benzoic acid, hydrochloride was prepared as described in Example 1, and was used to acylate 20 g. of 6-methanesulfonyloxy-2-(4-methanesulfonyloxyphenyl)benzo[b]thiophene as described in Example 1, except that the amount of aluminum chloride was 60 g., of which 30 g. was added initially, and the rest was added in 10 g. portions at 15 minute intervals. The reaction mixture was stirred for 16 hours, and was worked up as described in Example 1 t... The reactants are COC(C1=CC(=C(C=C1)OCCCCl)OC)=O (4-(3-chloropropoxy)-3-methoxy-benzoic acid methyl ester), C(C)(=O)OC(C)=O (acetic anhydride), [N+](=O)(O)[O-] (nitric acid). The solvent is C(C)(=O)O (acetic acid), C(C)(=O)OCC (ethyl acetate). Reaction conditions: temperature 0 celsius, time 12.5 minute. Product: COC(C1=C(C=C(C(=C1)OC)OCCCCl)[N+](=O)[O-])=O (4-(3-chloro-propoxy)-5-methoxy-2-nitro-benzoic acid methyl ester). The yield is 94.0%. RXN SMILES: [CH3:1][O:2][C:3](=[O:17])[C:4]1[CH:9]=[CH:8][C:7]([O:10][CH2:11][CH2:12][CH2:13][Cl:14])=[C:6]([O:15][CH3:16])[CH:5]=1.C(OC(=O)C)(=O)C.[N+:25]([O-])([OH:27])=[O:26]>C(O)(=O)C.C(OCC)(=O)C>[CH3:1][O:2][C:3](=[O:17])[C:4]1[CH:5]=[C:6]([O:15][CH3:16])[C:7]([O:10][CH2:11][CH2:12][CH2:13][Cl:14])=[CH:8][C:9]=1[N+:25]([O-:27])=[O:26]. Procedure details: The intermediate from Step 1 (26.4 g, 102 mmol) was taken in acetic acid (185 mL) and acetic anhydride (15 mL) was added. The solution was cooled to 0° C. and 90% nitric acid (15 mL) was added. The reaction mixture was stirred for 10-15 minutes at ambient temperature, then heated to 50° C. for 3 hours. Completion of the reaction was monitored by LCMS. The reaction mixture was cooled and was diluted with ethyl acetate. The ethyl acetate layer was washed with aq. sodium bicarbonate, and concentrat... The reactants are OC1CN(CCC1C1=CC=C(C=C1)OCCCOCC1=C(C=CC=C1)OC)C(=O)OC(C)(C)C (tert-butyl 3-hydroxy-4-{4-[3-(2-methoxybenzyloxy)propoxy]phenyl}piperidine-1-carboxylate), ClCC=1C=CC(=C(C(=O)OC)C1)C (methyl 5-chloromethyl-2-methylbenzoate). The product is C(=O)(O)C=1C=C(COC2CN(CCC2C2=CC=C(C=C2)OCCCOCC2=C(C=CC=C2)OC)C(=O)OC(C)(C)C)C=CC1C (tert-Butyl 3-(3-carboxy-4-methylbenzyloxy)-4-{4-[3-(2-methoxybenzyloxy)propoxy]phenyl}piperidine-1-carboxylate). As a reaction SMILES: [OH:1][CH:2]1[CH:7]([C:8]2[CH:13]=[CH:12][C:11]([O:14][CH2:15][CH2:16][CH2:17][O:18][CH2:19][C:20]3[CH:25]=[CH:24][CH:23]=[CH:22][C:21]=3[O:26][CH3:27])=[CH:10][CH:9]=2)[CH2:6][CH2:5][N:4]([C:28]([O:30][C:31]([CH3:34])([CH3:33])[CH3:32])=[O:29])[CH2:3]1.Cl[CH2:36][C:37]1[CH:38]=[CH:39][C:40]([CH3:47])=[C:41]([CH:46]=1)[C:42]([O:44]C)=[O:43]>>[C:42]([C:41]1[CH:46]=[C:37]([CH:38]=[CH:39][C:40]=1[CH3:47])[CH2:36][O:1][CH:2]1[CH:7]([C:8]2[CH:13]=[CH:12][C:11]([O:14][CH2:15][CH2:16][CH2:17][O:18][CH2:19][C:20]3[CH:25]=[CH:24][CH:23]=[CH:22][C:21]=3[O:26][CH3:27])=[CH:10][CH:9]=2)[CH2:6][CH2:5][N:4]([C:28]([O:30][C:31]([CH3:34])([CH3:33])[CH3:32])=[O:29])[CH2:3]1)([OH:44])=[O:43]. Procedure details: Analogously to Method D, 1.68 g of tert-butyl 3-hydroxy-4-{4-[3-(2-methoxybenzyloxy)propoxy]phenyl}piperidine-1-carboxylate and 0.700 g of methyl 5-chloromethyl-2-methylbenzoate are reacted. The title compound is obtained as a white foam. Rf=0.07 (1:2 EtOAc-heptane); Rt=5.65. The reactants are C1(=CC=CC=C1)N1N=C(C=C1C1=CC=C(C=C1)C)CCC=O (3-(1-phenyl-5-p-tolyl-1H-pyrazol-3-yl)propanal), [BH-](OC(=O)C)(OC(=O)C)OC(=O)C.[Na+] (NaBH(OAc)3), ClC1=CC=C(C=C1)N1CCNCC1 (1-(4-chlorophenyl)piperazine), CCN(C(C)C)C(C)C (DIPEA). Product: ClC1=CC=C(C=C1)N1CCN(CC1)CCCC1=NN(C(=C1)C1=CC=C(C=C1)C)C1=CC=CC=C1 (1-(4-chlorophenyl)-4-(3-(1-phenyl-5-p-tolyl-1H-pyrazol-3-yl)propyl)piperazine). Reaction SMILES: [C:1]1([N:7]2[C:11]([C:12]3[CH:17]=[CH:16][C:15]([CH3:18])=[CH:14][CH:13]=3)=[CH:10][C:9]([CH2:19][CH2:20][CH:21]=O)=[N:8]2)[CH:6]=[CH:5][CH:4]=[CH:3][CH:2]=1.[Cl:23][C:24]1[CH:29]=[CH:28][C:27]([N:30]2[CH2:35][CH2:34][NH:33][CH2:32][CH2:31]2)=[CH:26][CH:25]=1.CCN(C(C)C)C(C)C.[BH-](OC(C)=O)(OC(C)=O)OC(C)=O.[Na+]>>[Cl:23][C:24]1[CH:25]=[CH:26][C:27]([N:30]2[CH2:35][CH2:34][N:33]([CH2:21][CH2:20][CH2:19][C:9]3[CH:10]=[C:11]([C:12]4[CH:17]=[CH:16][C:15]([CH3:18])=[CH:14][CH:13]=4)[N:7]([C:1]4[CH:6]=[CH:5][CH:4]=[CH:3][CH:2]=4)[N:8]=3)[CH2:32][CH2:31]2)=[CH:28][CH:29]=1 |f:3.4|. Procedure: 73 mg (52%) of target compound was obtained by using a method same as in Example 1 by using 3-(1-phenyl-5-p-tolyl-1H-pyrazol-3-yl)propanal (80 mg, 0.276 mmol), 1-(4-chlorophenyl)piperazine (74 mg, 0.276 mmol), DIPEA (0.072 mL, 0.414 mmol) and NaBH(OAc)3 (175 mg, 0.828 mmol). Starting materials: FC1=C(OC(C(=O)O)C2=CC=C(C=C2)S(=O)(=O)N2CCCCC2)C=CC(=C1)F ((2,4-Difluoro-phenoxy)-[4-(piperidine-1-sulfonyl)-phenyl]-acetic acid), CCN=C=NCCCN(C)C (EDCI), CN1CCOCC1 (N-methyl morpholine), N1=C(SC2=NC=CC=C21)N (thiazolo[5,4-b]pyridin-2-ylamine), C=1C=CC2=C(C1)N=NN2O (HOBt). Run in CN(C)C=O (DMF). Product: FC1=C(OC(C(=O)NC=2SC3=NC=CC=C3N2)C2=CC=C(C=C2)S(=O)(=O)N2CCCCC2)C=CC(=C1)F (2-(2,4-Difluoro-phenoxy)-2-[4-(piperidine-1-sulfonyl)-phenyl]-N-thiazolo[5,4-b]pyridin-2-yl-acetamide). Isolated yield 119.0%. As a reaction SMILES: [F:1][C:2]1[CH:27]=[C:26]([F:28])[CH:25]=[CH:24][C:3]=1[O:4][CH:5]([C:9]1[CH:14]=[CH:13][C:12]([S:15]([N:18]2[CH2:23][CH2:22][CH2:21][CH2:20][CH2:19]2)(=[O:17])=[O:16])=[CH:11][CH:10]=1)[C:6](O)=[O:7].[N:29]1[C:37]2[C:32](=[N:33][CH:34]=[CH:35][CH:36]=2)[S:31][C:30]=1[NH2:38].C1C=CC2N(O)N=NC=2C=1.CCN=C=NCCCN(C)C.CN1CCOCC1>CN(C=O)C>[F:1][C:2]1[CH:27]=[C:26]([F:28])[CH:25]=[CH:24][C:3]=1[O:4][CH:5]([C:9]1[CH:14]=[CH:13][C:12]([S:15]([N:18]2[CH2:19][CH2:20][CH2:21][CH2:22][CH2:23]2)(=[O:16])=[O:17])=[CH:11][CH:10]=1)[C:6]([NH:38][C:30]1[S:31][C:32]2[C:37]([N:29]=1)=[CH:36][CH:35]=[CH:34][N:33]=2)=[O:7]. Reported procedure: The compound of example A78 was obtained by similar method described in example A75 using (2,4-Difluoro-phenoxy)-[4-(piperidine-1-sulfonyl)-phenyl]-acetic acid (Preparation 2) (0.1 g, 0.27 mmol), thiazolo[5,4-b]pyridin-2-ylamine (0.042 g, 0.33 mmol), HOBt (0.044 g, 0.33 mmol), and EDCI (0.062 g, 0.33 mmol), N-methyl morpholine (0.034 g, 0.33 mmom) in DMF (10 mL) to provide the title compound (0.175 g).